Dataset: the Open Reaction Database (ORD), a public repository of structured organic reaction records. Task: describe an organic reaction: reactants, conditions, products, and yield Starting materials: O.NN (hydrazine hydrate), C(#N)C(C(=O)N)=C(SC)SC (2-cyano-3,3-bis(methylthio)acrylamide), amide, [N+](=O)([O-])C1=CC=C(N)C=C1 (4-Nitroaniline). Run in CCO (EtOH). Run at temperature 75 celsius. Product: NC1=C(C(=NN1)NC1=CC=C(C=C1)[N+](=O)[O-])C(=O)N (5-amino-3-((4-nitrophenyl)amino)-1H-pyrazole-4-carboxamide). RXN SMILES: [C:1]([C:3](=[C:7](SC)SC)[C:4]([NH2:6])=[O:5])#[N:2].[N+:12]([C:15]1[CH:21]=[CH:20][C:18]([NH2:19])=[CH:17][CH:16]=1)([O-:14])=[O:13].O.[NH2:23][NH2:24]>CCO>[NH2:2][C:1]1[NH:24][N:23]=[C:7]([NH:19][C:18]2[CH:20]=[CH:21][C:15]([N+:12]([O-:14])=[O:13])=[CH:16][CH:17]=2)[C:3]=1[C:4]([NH2:6])=[O:5] |f:2.3|. Procedure: Dissolved 0.500 g 2-cyano-3,3-bis(methylthio)acrylamide in 15 mL EtOH and added 4-Nitroaniline (1.0 eq.). Stirred reaction at 75° C. until starting amide was absent by HPLC. Once complete (18 hrs), reaction was brought to room temperature and filtered to obtain a light yellow powder as product. Product was allowed to dry under vacuum for 1 hr. Product was then suspended in 10 mL EtOH and hydrazine hydrate (1 eq.) was added dropwise. Reaction was heated at 75° C. until intermediate was absent (HP... Reactants: COC(=O)CC(=O)COCCN1C(=O)c2ccccc2C1=O, C1CCNCC1, CC(=O)O, CC(C)O, O=Cc1ccccc1Cl. The product is COC(=O)C(=Cc1ccccc1Cl)C(=O)COCCN1C(=O)c2ccccc2C1=O. RXN SMILES: [C:1]1(=[O:22])[c:2]2[c:3]([cH:18][cH:19][cH:20][cH:21]2)[C:4](=[O:17])[N:5]1[CH2:6][CH2:7][O:8][CH2:9][C:10]([CH2:11][C:12](=[O:13])[O:14][CH3:15])=[O:16].[CH2:32]1[CH2:33][CH2:34][NH:35][CH2:36][CH2:37]1.[CH3:38][C:39](=[O:40])[OH:41].[CH3:42][CH:43]([OH:44])[CH3:45].[Cl:23][c:24]1[c:25]([CH:26]=[O:27])[cH:28][cH:29][cH:30][cH:31]1>>[C:1]1(=[O:22])[c:2]2[c:3]([cH:18][cH:19][cH:20][cH:21]2)[C:4](=[O:17])[N:5]1[CH2:6][CH2:7][O:8][CH2:9][C:10]([C:11]([C:12](=[O:13])[O:14][CH3:15])=[CH:26][c:25]1[c:24]([Cl:23])[cH:31][cH:30][cH:29][cH:28]1)=[O:16].